Dataset: the Open Reaction Database (ORD), a public repository of structured organic reaction records. Task: describe an organic reaction: reactants, conditions, products, and yield The reactants are CCOC(=O)CNCc1cccc(Br)n1, CCOC(C)=O, O=C(Cl)OCc1ccccc1, [H-], [Na+], CN(C)C=O. Yields the product CCOC(=O)CN(Cc1cccc(Br)n1)C(=O)OCc1ccccc1. As a reaction SMILES: [Br:3][c:4]1[cH:5][cH:6][cH:7][c:8]([CH2:10][NH:11][CH2:12][C:13](=[O:14])[O:15][CH2:16][CH3:17])[n:9]1.[CH3:34][CH2:35][O:36][C:37](=[O:38])[CH3:39].[Cl:18][C:19](=[O:20])[O:21][CH2:22][c:23]1[cH:24][cH:25][cH:26][cH:27][cH:28]1.[H-:1].[Na+:2].[O:29]=[CH:30][N:31]([CH3:32])[CH3:33]>>[Br:3][c:4]1[cH:5][cH:6][cH:7][c:8]([CH2:10][N:11]([CH2:12][C:13](=[O:14])[O:15][CH2:16][CH3:17])[C:19](=[O:20])[O:21][CH2:22][c:23]2[cH:24][cH:25][cH:26][cH:27][cH:28]2)[n:9]1. Reactants: C(C)N1C[C@H]2CC3=C(C[C@@]2(CC1)C1=CC(=CC=C1)OC)NC(=C3C)C(=O)NC3=CC=CC=C3 ((±)-trans-6-ethyl-8a-(3-methoxyphenyl)-3-methyl-2-phenylaminocarbonyl-4,4a,5,6,7,8,8a,9-octahydro-1H-pyrrolo[2,3-g]isoquinoline), 0.35, B(Br)(Br)Br (boron tribromide). The product is C(C)N1C[C@H]2CC3=C(C[C@@]2(CC1)C1=CC(=CC=C1)O)NC(=C3C)C(=O)NC3=CC=CC=C3 ((±)-trans-6-Ethyl-8a-(3-hydroxyphenyl)-3-methyl-2-phenylaminocarbonyl-4,4a,5,6,7,8,8a,9-octahydro-1H-pyrrolo[2,3-g]isoquinoline). The yield is 22.1%. As a reaction SMILES: [CH2:1]([N:3]1[CH2:12][CH2:11][C@:10]2([C:13]3[CH:18]=[CH:17][CH:16]=[C:15]([O:19]C)[CH:14]=3)[C@H:5]([CH2:6][C:7]3[C:23]([CH3:24])=[C:22]([C:25]([NH:27][C:28]4[CH:33]=[CH:32][CH:31]=[CH:30][CH:29]=4)=[O:26])[NH:21][C:8]=3[CH2:9]2)[CH2:4]1)[CH3:2].B(Br)(Br)Br>>[CH2:1]([N:3]1[CH2:12][CH2:11][C@:10]2([C:13]3[CH:18]=[CH:17][CH:16]=[C:15]([OH:19])[CH:14]=3)[C@H:5]([CH2:6][C:7]3[C:23]([CH3:24])=[C:22]([C:25]([NH:27][C:28]4[CH:33]=[CH:32][CH:31]=[CH:30][CH:29]=4)=[O:26])[NH:21][C:8]=3[CH2:9]2)[CH2:4]1)[CH3:2]. Reported procedure: 0.28 g of (±)-trans-6-ethyl-8a-(3-methoxyphenyl)-3-methyl-2-phenylaminocarbonyl-4,4a,5,6,7,8,8a,9-octahydro-1H-pyrrolo[2,3-g]isoquinoline were treated with 0.35 (1.9 mmol) of boron tribromide as described in example 2. The residue was purified by flash chromatography (EtOAc/MeOH/conc. NH4OH 80:20:2) yielding 0.06 g of the title compound. M.p.=271°-272° C. The reactants are C1(=CC=CC=C1)O (phenol), [OH-].[K+] (potassium hydroxide), OC1=CC=C(C(=O)O)C=C1 (Parahydroxybenzoic acid). Yields the product OC1=CC=C(C(=O)O)C=C1 (parahydroxybenzoic acid), [O-]C1=CC=CC=C1.[K+] (potassium phenoxide). Reaction SMILES: [OH:1][C:2]1[CH:10]=[CH:9][C:5]([C:6]([OH:8])=[O:7])=[CH:4][CH:3]=1.[C:11]1([OH:17])[CH:16]=[CH:15][CH:14]=[CH:13][CH:12]=1.[OH-].[K+:19]>>[OH:1][C:2]1[CH:10]=[CH:9][C:5]([C:6]([OH:8])=[O:7])=[CH:4][CH:3]=1.[O-:17][C:11]1[CH:16]=[CH:15][CH:14]=[CH:13][CH:12]=1.[K+:19] |f:2.3,5.6|. Procedure: Parahydroxybenzoic acid has been used for manufacturing a wide variety of products including liquid crystalline polymers and preservatives for cosmetics and medicines. Generally, parahydroxybenzoic acid is prepared by a method in which phenol is reacted with potassium hydroxide to give potassium phenoxide, and the obtained potassium phenoxide is reacted with carbon dioxide under pressure to give potassium parahydroxybenzoate and then, parahydroxybenzoic acid is isolated by means of aciding out p... The reactants are Cl (hydrochloric acid), CCN(CC)C=1C=CC=CC1 (diethylaniline), ClC(=O)OC (methyl chloroformate), CC(=CC=NC(C)C)C (N-(3-methyl-2-butenyliden)-isopropylamine). The solvent is O (water), C1(=CC=CC=C1)C (toluene), C1(=CC=CC=C1)C (toluene). Run at time 2 hour. Yields the product COC(N(C=CC(=C)C)C(C)C)=O (N-Isopropyl-N-(3-methyl-1,3-butadienyl)-carbamic acid methyl ester). Reaction SMILES: CCN(C1C=CC=CC=1)CC.Cl[C:13]([O:15][CH3:16])=[O:14].[CH3:17][C:18]([CH3:25])=[CH:19][CH:20]=[N:21][CH:22]([CH3:24])[CH3:23].Cl>C1(C)C=CC=CC=1.O>[CH3:16][O:15][C:13](=[O:14])[N:21]([CH:22]([CH3:24])[CH3:23])[CH:20]=[CH:19][C:18]([CH3:25])=[CH2:17]. Procedure: To a stirred solution of 657 g diethylaniline in 2 l toluene is added dropwise over ca. 5 minutes 416 g methyl chloroformate. 500 g N-(3-methyl-2-butenyliden)-isopropylamine in 500 ml toluene are then added dropwise with stirring over 2 hours, maintaining the temperature between 25° and 30° C. Stirring is continued for 1 hour and the reaction mixture is then treated with 400 ml of water and 90 ml conc. hydrochloric acid. The organic phase is washed with 600 ml of saturated aqueous sodium bicarbo...